This data is from the Open Reaction Database (ORD), a public repository of structured organic reaction records. The task is: describe an organic reaction: reactants, conditions, products, and yield Reactants: O=C([O-])O, COc1cc(B(O)O)c(F)cc1Cl, CS(=O)c1cnc(Cl)c(Cl)c1, [Na+], O, c1ccc(P(c2ccccc2)(c2ccccc2)[Pd](P(c2ccccc2)(c2ccccc2)c2ccccc2)(P(c2ccccc2)(c2ccccc2)c2ccccc2)P(c2ccccc2)(c2ccccc2)c2ccccc2)cc1. Yields the product COc1cc(-c2ncc(S(C)=O)cc2Cl)c(F)cc1Cl. As a reaction SMILES: [C:25](=[O:26])([O-:27])[OH:28].[Cl:12][c:13]1[cH:14][c:15]([F:24])[c:16]([B:21]([OH:22])[OH:23])[cH:17][c:18]1[O:19][CH3:20].[Cl:1][c:2]1[n:3][cH:4][c:5]([S:9](=[O:10])[CH3:11])[cH:6][c:7]1[Cl:8].[Na+:29].[OH2:30].[cH:31]1[cH:32][cH:33][c:34]([P:35]([Pd:36]([P:37]([c:38]2[cH:39][cH:40][cH:41][cH:42][cH:43]2)([c:44]2[cH:45][cH:46][cH:47][cH:48][cH:49]2)[c:50]2[cH:51][cH:52][cH:53][cH:54][cH:55]2)([P:56]([c:57]2[cH:58][cH:59][cH:60][cH:61][cH:62]2)([c:63]2[cH:64][cH:65][cH:66][cH:67][cH:68]2)[c:69]2[cH:70][cH:71][cH:72][cH:73][cH:74]2)[P:75]([c:76]2[cH:77][cH:78][cH:79][cH:80][cH:81]2)([c:82]2[cH:83][cH:84][cH:85][cH:86][cH:87]2)[c:88]2[cH:89][cH:90][cH:91][cH:92][cH:93]2)([c:94]2[cH:95][cH:96][cH:97][cH:98][cH:99]2)[c:100]2[cH:101][cH:102][cH:103][cH:104][cH:105]2)[cH:106][cH:107]1>>[c:2]1(-[c:16]2[c:15]([F:24])[cH:14][c:13]([Cl:12])[c:18]([O:19][CH3:20])[cH:17]2)[n:3][cH:4][c:5]([S:9](=[O:10])[CH3:11])[cH:6][c:7]1[Cl:8]. Starting materials: CN(C)Cc1ccc(C(=O)Cl)cc1, Nc1nc2cc(C(F)(F)F)cc(NC3CC3)n2n1, ClCCl, c1ccncc1. Yields the product CN(C)Cc1ccc(C(=O)Nc2nc3cc(C(F)(F)F)cc(NC4CC4)n3n2)cc1. RXN SMILES: [CH3:25][N:26]([CH3:27])[CH2:28][c:29]1[cH:30][cH:31][c:32]([C:33](=[O:34])[Cl:35])[cH:36][cH:37]1.[CH:1]1([NH:4][c:5]2[cH:6][c:7]([C:15]([F:16])([F:17])[F:18])[cH:8][c:9]3[n:10]2[n:11][c:12]([NH2:14])[n:13]3)[CH2:2][CH2:3]1.[Cl:38][CH2:39][Cl:40].[cH:19]1[cH:20][cH:21][n:22][cH:23][cH:24]1>>[CH:1]1([NH:4][c:5]2[cH:6][c:7]([C:15]([F:16])([F:17])[F:18])[cH:8][c:9]3[n:10]2[n:11][c:12]([NH:14][C:33]([c:32]2[cH:31][cH:30][c:29]([CH2:28][N:26]([CH3:25])[CH3:27])[cH:37][cH:36]2)=[O:34])[n:13]3)[CH2:2][CH2:3]1. The reactants are BrC1=C(C=C(C=C1)Cl)C1=CC(N(C=C1)C(C(=O)OC(C)(C)C)C)=O (tert-butyl 2-[4-(2-bromo-5-chlorophenyl)-2-oxopyridin-1(2H)-yl]propanoate), C(=O)(C(F)(F)F)O (TFA). The product is BrC1=C(C=C(C=C1)Cl)C1=CC(N(C=C1)C(C(=O)O)C)=O (2-[4-(2-Bromo-5-chlorophenyl)-2-oxopyridin-1(2H)-yl]propanoic acid). RXN SMILES: [Br:1][C:2]1[CH:7]=[CH:6][C:5]([Cl:8])=[CH:4][C:3]=1[C:9]1[CH:14]=[CH:13][N:12]([CH:15]([CH3:23])[C:16]([O:18]C(C)(C)C)=[O:17])[C:11](=[O:24])[CH:10]=1.C(O)(C(F)(F)F)=O>>[Br:1][C:2]1[CH:7]=[CH:6][C:5]([Cl:8])=[CH:4][C:3]=1[C:9]1[CH:14]=[CH:13][N:12]([CH:15]([CH3:23])[C:16]([OH:18])=[O:17])[C:11](=[O:24])[CH:10]=1. Reported procedure: 920 mg (2.2 mmol) of tert-butyl 2-[4-(2-bromo-5-chlorophenyl)-2-oxopyridin-1(2H)-yl]propanoate (racemate) were hydrolysed with TFA according to General Method 6A. Yield: 1110 mg (purity 93%, quant.) The reactants are N(O)=C1C(=NC(S1)(C)C)C (5-oxo-2,2,4-trimethyl-3-thiazoline oxime), C([O-])([O-])=O.[K+].[K+] (potassium carbonate), C(CCC)N(SN(C(=O)F)C)CCCC (N-(di-n-butylaminosulphenyl)-N-methylcarbamoyl fluoride). Solvent: C(C)#N (acetonitrile), C(C)#N (acetonitrile). Conditions: time 20 hour. Product: C(CCC)N(SN(C(=O)ON=C1C(=NC(S1)(C)C)C)C)CCCC (5-oxo-2,2,4-trimethyl-3-thiazoline O-[N-(di-n-butylaminosulphenyl)-N-methylcarbamoyl]oxime). Reaction SMILES: [N:1](=[C:3]1[S:7][C:6]([CH3:9])([CH3:8])[N:5]=[C:4]1[CH3:10])[OH:2].C(=O)([O-])[O-].[K+].[K+].[CH2:17]([N:21]([CH2:28][CH2:29][CH2:30][CH3:31])[S:22][N:23]([CH3:27])[C:24](F)=[O:25])[CH2:18][CH2:19][CH3:20]>C(#N)C>[CH2:17]([N:21]([CH2:28][CH2:29][CH2:30][CH3:31])[S:22][N:23]([CH3:27])[C:24]([O:2][N:1]=[C:3]1[S:7][C:6]([CH3:9])([CH3:8])[N:5]=[C:4]1[CH3:10])=[O:25])[CH2:18][CH2:19][CH3:20] |f:1.2.3|. Reported procedure: 3.0 g (0.019 mol) of 5-oxo-2,2,4-trimethyl-3-thiazoline oxime are suspended in 10 ml of absolute acetonitrile. To the suspension at 0° C. there are successively added 5.5 g of anhydrous potassium carbonate and, dropwise, a solution of 4.52 g of N-(di-n-butylaminosulphenyl)-N-methylcarbamoyl fluoride in 10 ml of absolute acetonitrile. The reaction mixture is allowed to stir well at room temperature for 20 hours. Subsequently, the precipitated potassium salt is filtered off, and the filtrate is ev... Starting materials: NC1=C(C(=NC2=CC=CC(=C12)OC[C@@H]1NCCC1)C)C(=O)OCC ((R)-ethyl 4-amino-2-methyl-5-(pyrrolidin-2-ylmethoxy)-quinoline-3-carboxylate), C1(CCCCC1)C(=O)O (cyclohexanecarboxylic acid). Yields the product NC1=C(C(=NC2=CC=CC(=C12)OC[C@@H]1N(CCC1)C(=O)C1CCCCC1)C)C(=O)OCC ((R)-ethyl 4-amino-5-((1-(cyclohexanecarbonyl)pyrrolidin-2-yl)methoxy)-2-methylquinoline-3-carboxylate). Reaction SMILES: [NH2:1][C:2]1[C:11]2[C:6](=[CH:7][CH:8]=[CH:9][C:10]=2[O:12][CH2:13][C@H:14]2[CH2:18][CH2:17][CH2:16][NH:15]2)[N:5]=[C:4]([CH3:19])[C:3]=1[C:20]([O:22][CH2:23][CH3:24])=[O:21].[CH:25]1([C:31](O)=[O:32])[CH2:30][CH2:29][CH2:28][CH2:27][CH2:26]1>>[NH2:1][C:2]1[C:11]2[C:6](=[CH:7][CH:8]=[CH:9][C:10]=2[O:12][CH2:13][C@H:14]2[CH2:18][CH2:17][CH2:16][N:15]2[C:31]([CH:25]2[CH2:30][CH2:29][CH2:28][CH2:27][CH2:26]2)=[O:32])[N:5]=[C:4]([CH3:19])[C:3]=1[C:20]([O:22][CH2:23][CH3:24])=[O:21]. Procedure details: Prepared as in Example 24a from (R)-ethyl 4-amino-2-methyl-5-(pyrrolidin-2-ylmethoxy)-quinoline-3-carboxylate (Example 92b) and cyclohexanecarboxylic acid as brown solid (39%). MS 440 (MH+).